This data is from the Open Reaction Database (ORD), a public repository of structured organic reaction records. The task is: describe an organic reaction: reactants, conditions, products, and yield Conditions: temperature 0 celsius, time 1 hour. The reactants are [Na].CCOC(=O)CP(=O)(OCC)OCC (sodium triethylphosphonoacetate), [H-].[Na+] (NaH), C(C)(C)(C)C=1C=C(C=O)C=C(C1)C(C)(C)C (3,5-di-t-butylbenzaldehyde), triethylphosphonoacetate. RXN SMILES: [C:1]([C:5]1[CH:6]=[C:7]([CH:10]=[C:11]([C:13]([CH3:16])([CH3:15])[CH3:14])[CH:12]=1)[CH:8]=O)([CH3:4])([CH3:3])[CH3:2].[Na].[CH3:18][CH2:19][O:20][C:21]([CH2:23]P(OCC)(OCC)=O)=[O:22].[H-].[Na+]>C1COCC1>[C:1]([C:5]1[CH:6]=[C:7]([CH:10]=[C:11]([C:13]([CH3:16])([CH3:15])[CH3:14])[CH:12]=1)/[CH:8]=[CH:23]/[C:21]([O:20][CH2:19][CH3:18])=[O:22])([CH3:4])([CH3:3])[CH3:2] |f:1.2,3.4,^1:16|. The solvent is C1CCOC1 (THF), C1CCOC1 (THF). Yields the product C(C)(C)(C)C=1C=C(/C=C/C(=O)OCC)C=C(C1)C(C)(C)C (ethyl trans-3, 5-di-t-butylcinnamate). Reported procedure: A solution of 0.3 g of the aldehyde prepared above in THF (1 mL) was added to a solution of sodium triethylphosphonoacetate prepared by combining triethylphosphonoacetate (0.37 g, 1.2 eq.) and NaH (0.1 g, 50% dispersion, 1.5 eq.) in THF (5 mL) at 0° C. The mixture was stirred at 0° C. for 1 hour and then quenched with saturated ammonium chloride and ethyl acetate. The aqueous layer was extracted twice with ethyl acetate. The combined organic extracts were dried over sodium sulfate and evaporated... Yield: 51.7%. Reaction conditions: temperature 35 celsius, time 8 hour. Solvent: CO (methanol), O (water), C1CCOC1 (THF). Reactants: O.[OH-].[Li+] (Lithium hydroxide monohydrate), C(#N)CC1(CN(C1)C1=C(C=C(C(=O)OC)C=C1)F)N1N=CC(=C1)C1=C2C(=NC=C1)NC=C2 (methyl 4-{3-(cyanomethyl)-3-[4-(1H-pyrrolo[2,3-b]pyridin-4-yl)-1H-pyrazol-1-yl]azetidin-1-yl}-3-fluorobenzoate), Cl (HCl). RXN SMILES: O.[OH-].[Li+].[C:4]([CH2:6][C:7]1([N:22]2[CH:26]=[C:25]([C:27]3[CH:32]=[CH:31][N:30]=[C:29]4[NH:33][CH:34]=[CH:35][C:28]=34)[CH:24]=[N:23]2)[CH2:10][N:9]([C:11]2[CH:20]=[CH:19][C:14]([C:15]([O:17]C)=[O:16])=[CH:13][C:12]=2[F:21])[CH2:8]1)#[N:5].Cl>CO.O.C1COCC1>[C:4]([CH2:6][C:7]1([N:22]2[CH:26]=[C:25]([C:27]3[CH:32]=[CH:31][N:30]=[C:29]4[NH:33][CH:34]=[CH:35][C:28]=34)[CH:24]=[N:23]2)[CH2:10][N:9]([C:11]2[CH:20]=[CH:19][C:14]([C:15]([OH:17])=[O:16])=[CH:13][C:12]=2[F:21])[CH2:8]1)#[N:5] |f:0.1.2|. Product: C(#N)CC1(CN(C1)C1=C(C=C(C(=O)O)C=C1)F)N1N=CC(=C1)C1=C2C(=NC=C1)NC=C2 (4-{3-(cyanomethyl)-3-[4-(1H-pyrrolo[2,3-b]pyridin-4-yl)-1H-pyrazol-1-yl]azetidin-1-yl}-3-fluorobenzoic acid). Procedure details: Lithium hydroxide monohydrate (83 mg, 2.0 mmol) was added to a mixture of methyl 4-{3-(cyanomethyl)-3-[4-(1H-pyrrolo[2,3-b]pyridin-4-yl)-1H-pyrazol-1-yl]azetidin-1-yl}-3-fluorobenzoate (0.34 g, 0.79 mmol) in methanol (2.0 mL), water (1.0 mL) and THF (2.0 mL). The reaction mixture was stirred at 35° C. overnight, and adjusted to pH=5 with 1.0 N HCl aqueous solution, and concentrated under reduced pressure to remove methanol and THF. The precipitate formed was filtered, washed with water and ether... The reactants are CCO, CC(=O)Nc1cc2c(cc1[N+](=O)[O-])CC(C)C2. The product is CC1Cc2cc(N)c([N+](=O)[O-])cc2C1. RXN SMILES: [CH3:18][CH2:19][OH:20].[CH3:1][CH:2]1[CH2:3][c:4]2[cH:5][c:6]([N+:15](=[O:16])[O-:17])[c:7]([NH:11][C:12](=[O:13])[CH3:14])[cH:8][c:9]2[CH2:10]1>>[CH3:1][CH:2]1[CH2:3][c:4]2[cH:5][c:6]([N+:15](=[O:16])[O-:17])[c:7]([NH2:11])[cH:8][c:9]2[CH2:10]1. The reactants are CCOc1cc(C(C)(C)C)ncc1C1=NC(C)(c2ccc(Cl)cc2)C(C)(c2ccc(Cl)cc2)N1C(=O)N1CCN(CC(=O)O)CC1, Cl, CC(N)(CO)CO. Yields the product CCOc1cc(C(C)(C)C)ncc1C1=NC(C)(c2ccc(Cl)cc2)C(C)(c2ccc(Cl)cc2)N1C(=O)N1CCN(CC(=O)NC(C)(CO)CO)CC1. As a reaction SMILES: [C:2]([CH3:3])([CH3:4])([CH3:5])[c:6]1[cH:7][c:8]([O:45][CH2:46][CH3:47])[c:9]([C:12]2=[N:16][C:15]([CH3:17])([c:18]3[cH:19][cH:20][c:21]([Cl:24])[cH:22][cH:23]3)[C:14]([CH3:25])([c:26]3[cH:27][cH:28][c:29]([Cl:32])[cH:30][cH:31]3)[N:13]2[C:33](=[O:34])[N:35]2[CH2:36][CH2:37][N:38]([CH2:41][C:42](=[O:43])[OH:44])[CH2:39][CH2:40]2)[cH:10][n:11]1.[ClH:1].[NH2:48][C:49]([CH2:50][OH:51])([CH2:52][OH:53])[CH3:54]>>[C:2]([CH3:3])([CH3:4])([CH3:5])[c:6]1[cH:7][c:8]([O:45][CH2:46][CH3:47])[c:9]([C:12]2=[N:16][C:15]([CH3:17])([c:18]3[cH:19][cH:20][c:21]([Cl:24])[cH:22][cH:23]3)[C:14]([CH3:25])([c:26]3[cH:27][cH:28][c:29]([Cl:32])[cH:30][cH:31]3)[N:13]2[C:33](=[O:34])[N:35]2[CH2:36][CH2:37][N:38]([CH2:41][C:42](=[O:44])[NH:48][C:49]([CH2:50][OH:51])([CH2:52][OH:53])[CH3:54])[CH2:39][CH2:40]2)[cH:10][n:11]1. Starting materials: S1N=C(C=2C1=NC=CC2)NCCCN (N1-(Isothiazolo[5,4-b]pyridin-3-yl)propane-1,3-diamine), C(C)(C)N(CC)C(C)C (diisopropylethylamine), COC1=CC=C(C(=O)Cl)C=C1 (4-methoxybenzoyl chloride), ice. The solvent is C(Cl)Cl (methylene chloride), C(Cl)Cl (methylene chloride). Run at time 8 hour. Product: S1N=C(C=2C1=NC=CC2)NCCCNC(C2=CC=C(C=C2)OC)=O (N-(3-(isothiazolo[5,4-b]pyridin-3-ylamino)propyl)-4-methoxybenzamide). Yield: 32.9%. Reaction SMILES: [S:1]1[C:5]2=[N:6][CH:7]=[CH:8][CH:9]=[C:4]2[C:3]([NH:10][CH2:11][CH2:12][CH2:13][NH2:14])=[N:2]1.C(N(C(C)C)CC)(C)C.[CH3:24][O:25][C:26]1[CH:34]=[CH:33][C:29]([C:30](Cl)=[O:31])=[CH:28][CH:27]=1>C(Cl)Cl>[S:1]1[C:5]2=[N:6][CH:7]=[CH:8][CH:9]=[C:4]2[C:3]([NH:10][CH2:11][CH2:12][CH2:13][NH:14][C:30](=[O:31])[C:29]2[CH:33]=[CH:34][C:26]([O:25][CH3:24])=[CH:27][CH:28]=2)=[N:2]1. Procedure details: N1-(Isothiazolo[5,4-b]pyridin-3-yl)propane-1,3-diamine (100 mg, 0.48 mmol) was dissolved in anhydrous methylene chloride with diisopropylethylamine (0.23 mL, 1.34 mmol). The mixture was cooled in an ice-bath under nitrogen and a solution of 4-methoxybenzoyl chloride (98 mg, 0.58 mmol) in methylene chloride (5 mL) was added drop-wise. After the addition was completed the ice-bath was removed and the mixture was stirred at room temperature overnight. The reaction mixture was diluted with methylene...